This data is from the Open Reaction Database (ORD), a public repository of structured organic reaction records. The task is: describe an organic reaction: reactants, conditions, products, and yield The reactants are ClC(Cl)(Cl)OC(OC(Cl)(Cl)Cl)=O (bis(trichloromethyl)carbonate), N1=CC=CC=C1 (pyridine), O1CCCC1 (tetrahydrofuran), O1CCCC1 (tetrahydrofuran). Product: Cl.C(OCC)(OCCCNC)=O (ethyl 3-(methylamino)propyl carbonate hydrochloride). RXN SMILES: [Cl:1][C:2]([O:5][C:6](=[O:12])[O:7][C:8](Cl)(Cl)Cl)(Cl)Cl.[N:13]1[CH:18]=CC=[CH:15][CH:14]=1.O1CCC[CH2:20]1>>[ClH:1].[C:6](=[O:12])([O:7][CH2:8][CH2:15][CH2:14][NH:13][CH3:18])[O:5][CH2:2][CH3:20] |f:3.4|. Reported procedure: To a solution (20 mL) of bis(trichloromethyl)carbonate (0.59 g) in tetrahydrofuran was dropwise added a solution (1 mL) of pyridine (0.49 mL) in tetrahydrofuran under ice-cooling. After stirring under ice-cooling for 30 min., ethyl 3-(methylamino)propyl carbonate hydrochloride (1.18 g) obtained in Reference Example 44 was added. A solution (1 mL) of triethylamine (0.84 mL) in tetrahydrofuran was dropwise added, and the mixture was stirred at room temperature for 3 hrs. After concentration under ... Starting materials: O=C([O-])[O-], CS(=O)(=O)OCC1CCC(=O)O1, CC#N, Fc1ccc(Nc2ncnc3cc(OCCN4CCNCC4)c(OC4CCCC4)cc23)cc1Cl, [I-], [K+], [K+], [Na+]. Product: O=C1CCC(CN2CCN(CCOc3cc4ncnc(Nc5ccc(F)c(Cl)c5)c4cc3OC3CCCC3)CC2)O1. Reaction SMILES: [C:1](=[O:2])([O-:3])[O-:4].[CH3:43][S:44]([O:45][CH2:48][CH:49]1[CH2:50][CH2:51][C:52](=[O:54])[O:53]1)(=[O:46])=[O:47].[CH3:55][C:56]#[N:57].[Cl:9][c:10]1[cH:11][c:12]([NH:17][c:18]2[n:19][cH:20][n:21][c:22]3[cH:23][c:24]([O:34][CH2:35][CH2:36][N:37]4[CH2:38][CH2:39][NH:40][CH2:41][CH2:42]4)[c:25]([O:28][CH:29]4[CH2:30][CH2:31][CH2:32][CH2:33]4)[cH:26][c:27]23)[cH:13][cH:14][c:15]1[F:16].[I-:8].[K+:5].[K+:6].[Na+:7]>>[Cl:9][c:10]1[cH:11][c:12]([NH:17][c:18]2[n:19][cH:20][n:21][c:22]3[cH:23][c:24]([O:34][CH2:35][CH2:36][N:37]4[CH2:38][CH2:39][N:40]([CH2:48][CH:49]5[CH2:50][CH2:51][C:52](=[O:54])[O:53]5)[CH2:41][CH2:42]4)[c:25]([O:28][CH:29]4[CH2:30][CH2:31][CH2:32][CH2:33]4)[cH:26][c:27]23)[cH:13][cH:14][c:15]1[F:16]. Reactants: Cl.C(C)OC(CCCN)=O (4-amino-butyric acid ethyl ester hydrochloride), TEA, C(C)(C)(C)OC(=O)N1C=CC2=CC=C(C=C12)C=O (6-formyl-indole-1-carboxylic acid tert-butyl ester), [O-]S(=O)(=O)[O-].[Mg+2] (MgSO4), [BH4-].[Na+] (NaBH4). Run in CCO (EtOH), CO (MeOH). Run at temperature 20 celsius, time 15 hour. The product is C(C)(C)(C)OC(=O)N1C=CC2=CC=C(C=C12)CNCCCC(=O)OCC (6-[(3-ethoxycarbonyl-propylamino)-methyl]-indole-1-carboxylic acid tert-butyl ester). As a reaction SMILES: Cl.[CH2:2]([O:4][C:5](=[O:10])[CH2:6][CH2:7][CH2:8][NH2:9])[CH3:3].[C:11]([O:15][C:16]([N:18]1[C:26]2[C:21](=[CH:22][CH:23]=[C:24]([CH:27]=O)[CH:25]=2)[CH:20]=[CH:19]1)=[O:17])([CH3:14])([CH3:13])[CH3:12].[O-]S([O-])(=O)=O.[Mg+2].[BH4-].[Na+]>CCO.CO>[C:11]([O:15][C:16]([N:18]1[C:26]2[C:21](=[CH:22][CH:23]=[C:24]([CH2:27][NH:9][CH2:8][CH2:7][CH2:6][C:5]([O:4][CH2:2][CH3:3])=[O:10])[CH:25]=2)[CH:20]=[CH:19]1)=[O:17])([CH3:14])([CH3:13])[CH3:12] |f:0.1,3.4,5.6|. Reported procedure: To a solution of 4-amino-butyric acid ethyl ester hydrochloride (1 eq.) in either MeOH or EtOH were added TEA (2.5 eq.), 6-formyl-indole-1-carboxylic acid tert-butyl ester (0.95 eq.) and MgSO4 (1.5 eq.). The reaction was stirred at 20° C. for 15 h, then cooled to −15° C. NaBH4 (2 to 6 eq.) was added portionwise. The reaction was stirred for 1 h at −15° C., then 1 h at 0° C. The reaction was quenched with the addition of cold water at 0° C. The crude was extracted three times with DCM. The organi... The reactants are C(C)(=O)O[C@H]1[C@@H](O[C@@H]([C@H]([C@@H]1OC(C)=O)OC(C)=O)COC(C)=O)OC1=NNC(=C1CC1=C(C=C(C=C1)OCCCOS(=O)(=O)C)C)C(C)C (3-(2,3,4,6-tetra-O-acetyl-β-D-glucopyranosyloxy)-5-isopropyl-4-({4-[3-(methanesulfonyloxy)propoxy]-2-methylphenyl}methyl)-1H-pyrazole), [I-].[Na+] (sodium iodide), NC(CO)(C)C (2-amino-2-methyl-1-propanol). The solvent is C(C)#N (acetonitrile), C(C)O (ethanol). Run at time 1 hour. Product: [C@@H]1([C@H](O)[C@@H](O)[C@H](O)[C@H](O1)CO)OC1=NNC(=C1CC1=C(C=C(C=C1)OCCCNC(CO)(C)C)C)C(C)C (3-(β-D-Glucopyranosyloxy)-4-[(4-{3-[2-hydroxy-1,1-di-(methyl)ethylamino]propoxy}-2-methylphenyl)methyl]-5-isopropyl-1H-pyrazole). The yield is 86.2%. Reaction SMILES: C([O:4][C@@H:5]1[C@@H:10]([O:11]C(=O)C)[C@H:9]([O:15]C(=O)C)[C@@H:8]([CH2:19][O:20]C(=O)C)[O:7][C@H:6]1[O:24][C:25]1[C:29]([CH2:30][C:31]2[CH:36]=[CH:35][C:34]([O:37][CH2:38][CH2:39][CH2:40]OS(C)(=O)=O)=[CH:33][C:32]=2[CH3:46])=[C:28]([CH:47]([CH3:49])[CH3:48])[NH:27][N:26]=1)(=O)C.[NH2:50][C:51]([CH3:55])([CH3:54])[CH2:52][OH:53].[I-].[Na+]>C(#N)C.C(O)C>[C@@H:6]1([O:24][C:25]2[C:29]([CH2:30][C:31]3[CH:36]=[CH:35][C:34]([O:37][CH2:38][CH2:39][CH2:40][NH:50][C:51]([CH3:55])([CH3:54])[CH2:52][OH:53])=[CH:33][C:32]=3[CH3:46])=[C:28]([CH:47]([CH3:48])[CH3:49])[NH:27][N:26]=2)[O:7][C@H:8]([CH2:19][OH:20])[C@@H:9]([OH:15])[C@H:10]([OH:11])[C@H:5]1[OH:4] |f:2.3|. Procedure: To a solution of 3-(2,3,4,6-tetra-O-acetyl-β-D-glucopyranosyloxy)-4-{[4-(3-hydroxypropoxy)-2-methylphenyl]-methyl}-5-isopropyl-1H-pyrazole (1 g) in dichloromethane (16 mL) were added triethylamine (0.29 mL) and methanesulfonyl chloride (0.15 mL), and the mixture was stirred at room temperature for 3 hours. The reaction mixture was poured into 0.5 mol/L hydrochloric acid, and the resulting mixture was extracted with ethyl acetate. The organic layer was washed with water, and dried over anhydrous ... Reactants: C1(=CC=CC=C1)C1=CC(=NC(=N1)C1=CC=NC=C1)O (6-phenyl-2-pyridin-4-yl-pyrimidin-4-ol), C1(=CC=CC=C1)C1=CC(=NC(=N1)C1=CC=NC=C1)O (6-phenyl-2-pyridin-4-yl-pyrimidin-4-ol), BrCC1=CC=C(C(=O)OC)C=C1 (methyl 4-(bromomethyl)benzoate). Yields the product C1(=CC=CC=C1)C1=CC(=NC(=N1)C1=CC=NC=C1)OCC1=CC=C(C(=O)O)C=C1 (4-{[(6-Phenyl-2-pyridin-4-ylpyrimidin-4-yl)oxy]methyl}benzoic acid). RXN SMILES: [C:1]1([C:7]2[N:12]=[C:11]([C:13]3[CH:18]=[CH:17][N:16]=[CH:15][CH:14]=3)[N:10]=[C:9]([OH:19])[CH:8]=2)[CH:6]=[CH:5][CH:4]=[CH:3][CH:2]=1.Br[CH2:21][C:22]1[CH:31]=[CH:30][C:25]([C:26]([O:28]C)=[O:27])=[CH:24][CH:23]=1>>[C:1]1([C:7]2[N:12]=[C:11]([C:13]3[CH:18]=[CH:17][N:16]=[CH:15][CH:14]=3)[N:10]=[C:9]([O:19][CH2:21][C:22]3[CH:31]=[CH:30][C:25]([C:26]([OH:28])=[O:27])=[CH:24][CH:23]=3)[CH:8]=2)[CH:2]=[CH:3][CH:4]=[CH:5][CH:6]=1. Procedure: The title compound was prepared from 6-phenyl-2-pyridin-4-yl-pyrimidin-4-ol (which was obtained in Intermediate 3) and methyl 4-(bromomethyl)benzoate according to Method A and Method B; 1H NMR (DMSO-d6, 300 MHz) δ 5.65 (s, 2H), 7.26 (t, J=8.8 Hz, 2H), 7.50-7.70 (m, 4H), 8.30-8.40 (m, 2H), 8.57 (d, J=4.9 Hz, 2H), 8.90 (d, J=4.9 Hz, 2H); LC retention time 2.79 min; MS: m/z (ESI) 382 (M−H).